Task: describe an organic reaction: reactants, conditions, products, and yield. Dataset: the Open Reaction Database (ORD), a public repository of structured organic reaction records The reactants are CO[SiH](OC)OC, C=C[Si](C)(C=C)O[Si](C)(C)C, C=CCc1ccc(OC#N)cc1, [Pt], Cc1ccccc1C. Yields the product CO[Si](CCCc1ccc(OC#N)cc1)(OC)OC. As a reaction SMILES: [CH3:13][O:14][SiH:15]([O:16][CH3:17])[O:18][CH3:19].[CH:28]([Si:29]([CH:30]=[CH2:31])([CH3:32])[O:33][Si:34]([CH3:35])([CH3:36])[CH3:37])=[CH2:38].[O:1]([C:2]#[N:3])[c:4]1[cH:5][cH:6][c:7]([CH2:10][CH:11]=[CH2:12])[cH:8][cH:9]1.[Pt:39].[c:20]1([CH3:21])[c:22]([CH3:23])[cH:24][cH:25][cH:26][cH:27]1>>[O:1]([C:2]#[N:3])[c:4]1[cH:5][cH:6][c:7]([CH2:10][CH2:11][CH2:12][Si:15]([O:14][CH3:13])([O:16][CH3:17])[O:18][CH3:19])[cH:8][cH:9]1. Reaction SMILES: P(Cl)(Cl)Cl.[C:5]([OH:9])(=O)[CH2:6][CH3:7].C(Cl)(=O)CC.[Cl-].[Al+3].[Cl-].[Cl-].[CH2:19]([C:23]1[CH:28]=[CH:27][CH:26]=[CH:25][CH:24]=1)[CH:20]([CH3:22])[CH3:21].Cl>C(Cl)Cl>[CH2:19]([C:23]1[CH:28]=[CH:27][C:26]([C:5](=[O:9])[CH2:6][CH3:7])=[CH:25][CH:24]=1)[CH:20]([CH3:22])[CH3:21] |f:3.4.5.6|. Procedure: In a 500 ml. 3-necked, round bottomed flask there was placed 25.50 ml. (40.14 g., 0.29 mmole) of phosphorus trichloride and 43.65 ml. (43.34 g., 0.58 mmole) of propionic acid. This mixture was stirred for 2.25 hours under nitrogen atmosphere at room temperature to prepare the propionyl chloride. By NMR propionyl chloride formation was complete in about 1.5 hours. Then 80 ml. of anhydrous methylene chloride was added and the resulting solution was cooled to about -5° C. (an ice-methanol bath). Wh... Run in C(Cl)Cl (methylene chloride). Conditions: time 2.25 hour. Product: C(C(C)C)C1=CC=C(C=C1)C(CC)=O (p-isobutylpropiophenone). Reactants: P(Cl)(Cl)Cl (phosphorus trichloride), mixture, C(CC)(=O)Cl (propionyl chloride), ice water, Cl (hydrochloric acid), C(C(C)C)C1=CC=CC=C1 (isobutylbenzene), C(CC)(=O)O (propionic acid), C(CC)(=O)Cl (propionyl chloride), [Cl-].[Al+3].[Cl-].[Cl-] (aluminum chloride). The reactants are [H-].[Na+] (sodium hydride), ClC1=CC(=C(NC2CC2)C=C1)[N+](=O)[O-] (4-chloro-N-cyclopropyl-2-nitroaniline), O (water), C1(=CC=C(C=C1)S(=O)(=O)Cl)C (p-toluenesulfonyl chloride). Run in CN(C)C=O (DMF). Product: ClC1=CC(=C(N(S(=O)(=O)C2=CC=C(C=C2)C)C2CC2)C=C1)[N+](=O)[O-] (4′-Chloro-N-cyclopropyl-2′-nitro-p-toluenesulfonanilide). The yield is 60.9%. Reaction SMILES: [H-].[Na+].[Cl:3][C:4]1[CH:13]=[CH:12][C:7]([NH:8][CH:9]2[CH2:11][CH2:10]2)=[C:6]([N+:14]([O-:16])=[O:15])[CH:5]=1.[C:17]1([CH3:27])[CH:22]=[CH:21][C:20]([S:23](Cl)(=[O:25])=[O:24])=[CH:19][CH:18]=1.O>CN(C=O)C>[Cl:3][C:4]1[CH:13]=[CH:12][C:7]([N:8]([CH:9]2[CH2:10][CH2:11]2)[S:23]([C:20]2[CH:21]=[CH:22][C:17]([CH3:27])=[CH:18][CH:19]=2)(=[O:25])=[O:24])=[C:6]([N+:14]([O-:16])=[O:15])[CH:5]=1 |f:0.1|. Procedure: To a suspension of sodium hydride (60%, 0.10 g (2.50 mmol)) in DMF (3.0 ml), 4-chloro-N-cyclopropyl-2-nitroaniline (0.40 g (1.88 mmol)) was added with stirring at room temperature. To the resulting mixture, after 15 minutes' stirring at room temperature, p-toluenesulfonyl chloride (0.38 g (1.99 mmol)) was added. After one hour's stirring at room temperature, the reaction mixture was poured into water and extracted with ethyl acetate. The extract was washed with water and saturated sodium chlorid...